From a dataset of the Open Reaction Database (ORD), a public repository of structured organic reaction records. describe an organic reaction: reactants, conditions, products, and yield Reactants: [Si](C1=CC=CC=C1)(C1=CC=CC=C1)(C(C)(C)C)OCCC(C(=O)O)N1C(C=C(C(=C1)OC)C1=C(C=CC(=C1)Cl)C#N)=O (4-{[tert-butyl(diphenyl)silyl]oxy}-2-[4-(5-chloro-2-cyanophenyl)-5-methoxy-2-oxopyridin-1(2H)-yl]butanoic acid), NC1=CC=C(C(=O)OCC)C=C1 (ethyl 4-aminobenzoate), CC(N=C=NC(C)C)C (DIC). Reaction SMILES: [Si:1]([O:18][CH2:19][CH2:20][CH:21]([N:25]1[CH:30]=[C:29]([O:31][CH3:32])[C:28]([C:33]2[CH:38]=[C:37]([Cl:39])[CH:36]=[CH:35][C:34]=2[C:40]#[N:41])=[CH:27][C:26]1=[O:42])[C:22]([OH:24])=O)([C:14]([CH3:17])([CH3:16])[CH3:15])([C:8]1[CH:13]=[CH:12][CH:11]=[CH:10][CH:9]=1)[C:2]1[CH:7]=[CH:6][CH:5]=[CH:4][CH:3]=1.[NH2:43][C:44]1[CH:54]=[CH:53][C:47]([C:48]([O:50][CH2:51][CH3:52])=[O:49])=[CH:46][CH:45]=1.CC(C)N=C=NC(C)C>CN(C)C=O>[Si:1]([O:18][CH2:19][CH2:20][CH:21]([N:25]1[CH:30]=[C:29]([O:31][CH3:32])[C:28]([C:33]2[CH:38]=[C:37]([Cl:39])[CH:36]=[CH:35][C:34]=2[C:40]#[N:41])=[CH:27][C:26]1=[O:42])[C:22]([NH:43][C:44]1[CH:45]=[CH:46][C:47]([C:48]([O:50][CH2:51][CH3:52])=[O:49])=[CH:53][CH:54]=1)=[O:24])([C:14]([CH3:16])([CH3:17])[CH3:15])([C:2]1[CH:7]=[CH:6][CH:5]=[CH:4][CH:3]=1)[C:8]1[CH:9]=[CH:10][CH:11]=[CH:12][CH:13]=1. The solvent is CN(C=O)C (dimethylformamide). Procedure details: 565 mg (940 μmol) of 4-{[tert-butyl(diphenyl)silyl]oxy}-2-[4-(5-chloro-2-cyanophenyl)-5-methoxy-2-oxopyridin-1(2H)-yl]butanoic acid (racemate), 155 mg (940 μmol) of ethyl 4-aminobenzoate, 134 mg (940 μmol) of Oxima and 146 μl (940 μmol) of DIC in 19 ml of dimethylformamide were reacted according to General Method 5B. The crude product was purified by flash chromatography (120 g cartridge, 85 ml/min, cyclohexane/ethyl acetate gradient). Yield: 268 mg (38% of theory) Product: [Si](C1=CC=CC=C1)(C1=CC=CC=C1)(C(C)(C)C)OCCC(C(=O)NC1=CC=C(C(=O)OCC)C=C1)N1C(C=C(C(=C1)OC)C1=C(C=CC(=C1)Cl)C#N)=O (Ethyl 4-[(4-{[tert-butyl(diphenyl)silyl]oxy}-2-[4-(5-chloro-2-cyanophenyl)-5-methoxy-2-oxopyridin-1(2H)-yl]butanoyl)amino]benzoate). Starting materials: Cl, O=C(CC1CN2CCC1CC2)Nc1cccc(Br)c1, [Na+], [Na+], [Na+], O=C([O-])[O-], CN(C)C=O, [OH-], OB(O)c1ccc(F)cc1. The product is Cl, O=C(CC1CN2CCC1CC2)Nc1cccc(-c2ccc(F)cc2)c1. RXN SMILES: [ClH:17].[N:18]12[CH2:19][CH:20]([CH2:26][C:27](=[O:28])[NH:29][c:30]3[cH:31][c:32]([Br:36])[cH:33][cH:34][cH:35]3)[CH:21]([CH2:22][CH2:23]1)[CH2:24][CH2:25]2.[Na+:11].[Na+:12].[Na+:38].[O-:13][C:14](=[O:15])[O-:16].[O:39]=[CH:40][N:41]([CH3:42])[CH3:43].[OH-:37].[OH:1][B:2]([OH:3])[c:4]1[cH:5][cH:6][c:7]([F:8])[cH:9][cH:10]1>>[ClH:17].[c:4]1(-[c:32]2[cH:31][c:30]([NH:29][C:27]([CH2:26][CH:20]3[CH2:19][N:18]4[CH2:23][CH2:22][CH:21]3[CH2:24][CH2:25]4)=[O:28])[cH:35][cH:34][cH:33]2)[cH:5][cH:6][c:7]([F:8])[cH:9][cH:10]1. Starting materials: BrC/C(/C(=O)OC)=C\C(=O)OC (dimethyl 2-bromomethylfumarate), Cl (hydrochloric acid), [Cl-].[NH4+] (ammonium chloride), C(C1=CC=CC=C1)SC(C=NCC1=CC=CC=C1)(C)C (N-(2-benzylthio-2-methylpropylidene)benzylamine). The reagents and catalysts are [Zn] (zinc). Run in C1CCOC1 (THF), C1CCOC1 (THF), C1CCOC1 (THF). Reaction conditions: time 1.5 hour. Product: C(C1=CC=CC=C1)N1C(C(C(C1C(C)(C)SCC1=CC=CC=C1)C(=O)OC)=C)=O (N-benzyl-4-(1-benzylthio-1-methylethyl)-3-methoxycarbonyl-2-methylene-4-butanelactam). Reaction SMILES: Cl.[CH2:2]([S:9][C:10]([CH3:21])([CH3:20])[CH:11]=[N:12][CH2:13][C:14]1[CH:19]=[CH:18][CH:17]=[CH:16][CH:15]=1)[C:3]1[CH:8]=[CH:7][CH:6]=[CH:5][CH:4]=1.Br[CH2:23]/[C:24](=[CH:29]\[C:30]([O:32][CH3:33])=[O:31])/[C:25](OC)=[O:26].[Cl-].[NH4+]>C1COCC1.[Zn]>[CH2:13]([N:12]1[CH:11]([C:10]([S:9][CH2:2][C:3]2[CH:4]=[CH:5][CH:6]=[CH:7][CH:8]=2)([CH3:21])[CH3:20])[CH:29]([C:30]([O:32][CH3:33])=[O:31])[C:24](=[CH2:23])[C:25]1=[O:26])[C:14]1[CH:19]=[CH:18][CH:17]=[CH:16][CH:15]=1 |f:3.4|. Procedure: To a stirred suspension of zinc dust (0.68 g) activated with hydrochloric acid in THF (15 ml), N-(2-benzylthio-2-methylpropylidene)benzylamine (1.42 g) dissolved in THF (15 ml) and dimethyl 2-bromomethylfumarate (1.28 g) dissolved in THF are added dropwise while refluxing under nitrogen atmosphere. The mixture is stirred for additional 1.5 hours under refluxing. To the mixture saturated aqueous ammonium chloride solution is added. After cooling, the mixture is filtered by celite. A reaction prod...